From a dataset of the Open Reaction Database (ORD), a public repository of structured organic reaction records. describe an organic reaction: reactants, conditions, products, and yield The reactants are C(C1=CC=CC=C1)OC=1C=C(C=CC1N1S(NC(C1)=O)(=O)=O)/C=C/C(=O)O ((E)-3-[3-benzyloxy-4-(1,1,4-trioxo-1,2,5-thiadiazolidin-2-yl)-phenyl]-acrylic acid), C(C1=CC=CC=C1)OC=1C(=C(OCCCCN)C=CC1)S(=O)C (4-(3-benzyloxy-2-methanesulfinylphenoxy)-butylamine). Product: OC=1C(=C(OCCCCNC(CCC2=CC(=C(C=C2)N2S(NC(C2)=O)(=O)=O)O)=O)C=CC1)S(=O)C (N-[4-(3-Hydroxy-2-methanesulfinylphenoxy)-butyl]-3-[3-hydroxy-4-(1,1,4-trioxo-1,2,5-thiadiazolidin-2-yl)-phenyl]-propionamide). RXN SMILES: C([O:8][C:9]1[CH:10]=[C:11](/[CH:23]=[CH:24]/[C:25]([OH:27])=O)[CH:12]=[CH:13][C:14]=1[N:15]1[CH2:19][C:18](=[O:20])[NH:17][S:16]1(=[O:22])=[O:21])C1C=CC=CC=1.C([O:35][C:36]1[C:37]([S:48]([CH3:50])=[O:49])=[C:38]([CH:45]=[CH:46][CH:47]=1)[O:39][CH2:40][CH2:41][CH2:42][CH2:43][NH2:44])C1C=CC=CC=1>>[OH:35][C:36]1[C:37]([S:48]([CH3:50])=[O:49])=[C:38]([CH:45]=[CH:46][CH:47]=1)[O:39][CH2:40][CH2:41][CH2:42][CH2:43][NH:44][C:25](=[O:27])[CH2:24][CH2:23][C:11]1[CH:12]=[CH:13][C:14]([N:15]2[CH2:19][C:18](=[O:20])[NH:17][S:16]2(=[O:21])=[O:22])=[C:9]([OH:8])[CH:10]=1. Procedure details: The title compound is prepared using (E)-3-[3-benzyloxy-4-(1,1,4-trioxo-1,2,5-thiadiazolidin-2-yl)-phenyl]-acrylic acid and 4-(3-benzyloxy-2-methanesulfinylphenoxy)-butylamine analogous to Example 100 steps C and D: (M−1)−=524. HPLC retention time: 0.89 min. (Method A). Starting materials: N1=C(C=CC2=CC=CN=C12)CCCC#N (4-[1,8]Naphthyridin-2-yl-butyronitrile), [H][H] (hydrogen). The reagents and catalysts are [Pd] (Pd/C). Run in C(C)O (ethanol). Yields the product N1=C(C=CC=2CCCNC12)CCCC#N (4-(5,6,7,8-Tetrahydro-[1,8]naphthyridin-2-yl)-butyronitrile). As a reaction SMILES: [N:1]1[C:10]2[C:5](=[CH:6][CH:7]=[CH:8][N:9]=2)[CH:4]=[CH:3][C:2]=1[CH2:11][CH2:12][CH2:13][C:14]#[N:15].[H][H]>[Pd].C(O)C>[N:1]1[C:10]2[NH:9][CH2:8][CH2:7][CH2:6][C:5]=2[CH:4]=[CH:3][C:2]=1[CH2:11][CH2:12][CH2:13][C:14]#[N:15]. Reported procedure: A mixture of 8-2 (14 g, 71 mmol), 10% Pd/C (2 g) and ethanol (200 mL) was stirred under a balloon of hydrogen gas for 1 h. Filtration and evaporation produced 8-3 as a white solid. Starting materials: Cl.S1C(=CC=C1)C(OC1CCN(CC1)CCCOC1=C(C=CC=C1)[N+](=O)[O-])C1=CSC=C1 (4-[(2-thienyl)-3-thienylmethoxy]-1-[3-(2-nitrophenoxy)propyl]piperidine hydrochloride), C([O-])([O-])=O.[Na+].[Na+] (sodium carbonate). Product: S1C(=CC=C1)C(OC1CCN(CC1)CCCOC1=C(C=CC=C1)[N+](=O)[O-])C1=CSC=C1 (4-[(2-thienyl)-3-thienylmethoxy]-1-[3-(2-nitrophenoxy)propyl]piperidine). RXN SMILES: Cl.[S:2]1[CH:6]=[CH:5][CH:4]=[C:3]1[CH:7]([C:28]1[CH:32]=[CH:31][S:30][CH:29]=1)[O:8][CH:9]1[CH2:14][CH2:13][N:12]([CH2:15][CH2:16][CH2:17][O:18][C:19]2[CH:24]=[CH:23][CH:22]=[CH:21][C:20]=2[N+:25]([O-:27])=[O:26])[CH2:11][CH2:10]1.C(=O)([O-])[O-].[Na+].[Na+]>>[S:2]1[CH:6]=[CH:5][CH:4]=[C:3]1[CH:7]([C:28]1[CH:32]=[CH:31][S:30][CH:29]=1)[O:8][CH:9]1[CH2:10][CH2:11][N:12]([CH2:15][CH2:16][CH2:17][O:18][C:19]2[CH:24]=[CH:23][CH:22]=[CH:21][C:20]=2[N+:25]([O-:27])=[O:26])[CH2:13][CH2:14]1 |f:0.1,2.3.4|. Reported procedure: The hydrochloride obtained in the above was treated with 5% aqueous sodium carbonate to give oily 4-[(2-thienyl)-3-thienylmethoxy]-1-[3-(2-nitrophenoxy)propyl]piperidine. Reactants: CN1C(CC(C2=C(C=CC=C12)O)=O)CC#N (1-methyl-4-oxo-5-hydroxy-1,2,3,4-tetrahydroquinoline-2-acetonitrile), C1(=CC=CC=C1)C=1SC(C(N1)=CCC1N(C2=CC=CC(=C2C(C1)=O)O)C)=O (2-phenyl-4-[2-(1-methyl-4-oxo-5-hydroxy-1,2,3,4-tetrahydro-2-quinolyl)-ethylidene]-2-thiazolin-5-one), acetone dicarboxylic acid monomethyl ester, CN1C(CC(C2=C(C=CC=C12)O)=O)CC=O (1-methyl-4-oxo-5-hydroxy-1,2,3,4-tetrahydroquinoline-2-acetaldehyde), C1(=CC=CC=C1)C=1SC(CN1)=O (2-phenyl-2-thiazolin-5-one). Reagents/catalysts: [Ni] (Raney nickel). Solvent: N1=CC=CC=C1 (pyridine). The product is C(C1=CC=CC=C1)(=S)NC1C(=C(C(C2C(C3C(C4=C(C=CC=C4N(C3CC12)C)O)=O)O)=O)C(=O)N)O (4-thiobenzamido-1,4,4a,5,5a,6,11,12-octahydro-3,10,12-trihydroxy-6-methyl-1,11-dioxo-6-aza-naphthacene-2-carboxamide). Reaction SMILES: C[N:2]1C2[C:6](=[C:7]([OH:12])C=CC=2)[C:5](=[O:13])[CH2:4][CH:3]1CC#N.CN1C2C(=C([OH:28])C=CC=2)C(=O)CC1CC=O.C1(C2SC(=O)CN=2)C=CC=CC=1.[C:45]1([C:51]2[S:52][C:53](=[O:71])[C:54](=[CH:56][CH2:57][CH:58]3[CH2:67][C:66](=[O:68])[C:65]4[C:60](=[CH:61][CH:62]=[CH:63][C:64]=4[OH:69])[N:59]3[CH3:70])[N:55]=2)[CH:50]=[CH:49][CH:48]=[CH:47][CH:46]=1>[Ni].N1C=CC=CC=1>[C:51]([NH:55][CH:54]1[CH:56]2[CH:6]([CH:7]([OH:12])[CH:67]3[CH:58]([CH2:57]2)[N:59]([CH3:70])[C:60]2[C:65](=[C:64]([OH:69])[CH:63]=[CH:62][CH:61]=2)[C:66]3=[O:68])[C:5](=[O:13])[C:4]([C:3]([NH2:2])=[O:28])=[C:53]1[OH:71])(=[S:52])[C:45]1[CH:50]=[CH:49][CH:48]=[CH:47][CH:46]=1. Reported procedure: The starting material can be obtained by condensation of 3-amino-4-chloroanisole with acetonedicarboxylic acid dimethyl ester to give 4-oxo-5-methoxy-8-chloro-1,4-dihydro-quinoline-2-acetic acid methyl ester, hydrogenation on 5% Pd-on-charcoal in dioxan at 6 atmospheres and 60° to give 4-oxo-5-methoxy-1,4-dihydroquinoline-2-acetic acid methyl ester, reaction with dimethyl sulphate in sodium hydroxide solution to give 1-methyl-4-oxo-5-methoxy-1,4-dihydroquinoline-2-acetic acid, hydrogenation on P... The reactants are 153, C(C)(C)(C)C1=CC=C(C=C1)CC(CO)C (3-p-tertiary butylphenyl-2-methyl-propanol), N1CCCCC1 (piperidine). Reagents/catalysts: [Pd] (Pd). The solvent is CO (methanol). Yields the product C(C)(C)(C)C1=CC=C(C=C1)CC(CN1CCCCC1)C (N-(3'-(p-tertiary butylphenyl)-2'-methylpropyl)-piperidine). The yield is 94.0%. Reaction SMILES: [C:1]([C:5]1[CH:10]=[CH:9][C:8]([CH2:11][CH:12]([CH3:15])[CH2:13]O)=[CH:7][CH:6]=1)([CH3:4])([CH3:3])[CH3:2].[NH:16]1[CH2:21][CH2:20][CH2:19][CH2:18][CH2:17]1>[Pd].CO>[C:1]([C:5]1[CH:10]=[CH:9][C:8]([CH2:11][CH:12]([CH3:15])[CH2:13][N:16]2[CH2:21][CH2:20][CH2:19][CH2:18][CH2:17]2)=[CH:7][CH:6]=1)([CH3:4])([CH3:3])[CH3:2]. Procedure: A mixture of 153 parts of 3-p-tertiary butylphenyl-2-methyl-propanol, 70 parts of piperidine, 230 parts of methanol and 20 parts of catalyst, comprising 0.5% by weight of Pd and 5% by weight of Nd2O3 on Al2O3, is hydrogenated in a stirred autoclave of 1,000 parts by volume capacity, at 70° C. under a hydrogen pressure of 50 bar, until the pressure remains constant. The autoclave is then allowed to cool, the catalyst is filtered off and the filtrate is purified by distillation. 195 parts of N-(3'... The reactants are CC(C)(C)CO, CN(C)C=O, O=[N+]([O-])c1ccc(Cl)cc1, [H-], [Na+], O. Yields the product CC(C)(C)COc1ccc([N+](=O)[O-])cc1. Reaction SMILES: [CH2:16]([C:17]([CH3:18])([CH3:19])[CH3:20])[OH:21].[CH3:1][N:2]([CH3:3])[CH:4]=[O:5].[Cl:6][c:7]1[cH:8][cH:9][c:10]([N+:13](=[O:14])[O-:15])[cH:11][cH:12]1.[H-:22].[Na+:23].[OH2:24]>>[c:7]1([O:21][CH2:16][C:17]([CH3:18])([CH3:19])[CH3:20])[cH:8][cH:9][c:10]([N+:13](=[O:14])[O-:15])[cH:11][cH:12]1. The reactants are C(C)(=O)C1C2CCC(C1(C)C)C2 (2-acetyl-3,3-dimethylnorbornane), [Mg] (magnesium), C(C=C)Cl (allyl chloride), CCOCC (ether), C(C=C)Cl (allyl chloride), Grignard reagent, [NH4+].[Cl-] (NH4Cl). Run at time 1 hour. The product is C(C=C)C(O)(C1C2CCC(C1(C)C)C2)C (ALPHA-ALLYL-ALPHA,3,3-TRIMETHYL-2-NORBORNANE-METHANOL). RXN SMILES: [Mg].[CH2:2](Cl)[CH:3]=C.[C:6]([CH:9]1[C:14]([CH3:16])([CH3:15])[CH:13]2[CH2:17][CH:10]1[CH2:11][CH2:12]2)(=[O:8])[CH3:7].[NH4+].[Cl-].[CH3:20]COCC>>[CH2:7]([C:6]([CH3:20])([CH:9]1[C:14]([CH3:16])([CH3:15])[CH:13]2[CH2:17][CH:10]1[CH2:11][CH2:12]2)[OH:8])[CH:2]=[CH2:3] |f:3.4|. Procedure details: The magnesium turnings are placed into a 1 liter, 3 neck reaction flask, followed by 200 cc of anhydrous ether. Approximately 6 cc of allyl chloride is added to initiate formation of the Grignard reagent. When the reaction is initiated, the remaining allyl chloride is added dropwise over a 2 hour period, with moderate reflux. After the addition, reflux is continued for 1 hour; at which time 28.5 g 2-acetyl-3,3-dimethylnorbornane is introduced over a 20 minute period. The reaction is very exother... Starting materials: O=C([O-])[O-], Cc1ccc(S(=O)(=O)N=C2NCCS2)cc1, CC#N, ClCc1ccc(Cl)nc1, [K+], [K+]. Yields the product Cc1ccc(S(=O)(=O)N=C2SCCN2Cc2ccc(Cl)nc2)cc1. Reaction SMILES: [C:26](=[O:27])([O-:28])[O-:29].[CH3:10][c:11]1[cH:12][cH:13][c:14]([S:17](=[O:18])(=[O:19])[N:20]=[C:21]2[S:22][CH2:23][CH2:24][NH:25]2)[cH:15][cH:16]1.[CH3:32][C:33]#[N:34].[Cl:1][c:2]1[cH:3][cH:4][c:5]([CH2:8][Cl:9])[cH:6][n:7]1.[K+:30].[K+:31]>>[Cl:1][c:2]1[cH:3][cH:4][c:5]([CH2:8][N:25]2[C:21](=[N:20][S:17]([c:14]3[cH:13][cH:12][c:11]([CH3:10])[cH:16][cH:15]3)(=[O:18])=[O:19])[S:22][CH2:23][CH2:24]2)[cH:6][n:7]1. RXN SMILES: [C:1]([C:5]1[N:10]=[CH:9][C:8]([C:11]2[N:12]([C:32](Cl)=[O:33])[C@@:13]([C:25]3[CH:30]=[CH:29][C:28]([Cl:31])=[CH:27][CH:26]=3)([CH3:24])[C@@:14]([C:17]3[CH:22]=[CH:21][C:20]([Cl:23])=[CH:19][CH:18]=3)([CH3:16])[N:15]=2)=[C:7]([O:35][CH2:36][CH3:37])[CH:6]=1)([CH3:4])([CH3:3])[CH3:2].[NH:38]1[CH2:43][CH2:42][CH:41]([CH2:44][CH2:45][C:46]([OH:48])=[O:47])[CH2:40][CH2:39]1>>[C:1]([C:5]1[N:10]=[CH:9][C:8]([C:11]2[N:12]([C:32]([N:38]3[CH2:43][CH2:42][CH:41]([CH2:44][CH2:45][C:46]([OH:48])=[O:47])[CH2:40][CH2:39]3)=[O:33])[C@@:13]([C:25]3[CH:30]=[CH:29][C:28]([Cl:31])=[CH:27][CH:26]=3)([CH3:24])[C@@:14]([C:17]3[CH:22]=[CH:21][C:20]([Cl:23])=[CH:19][CH:18]=3)([CH3:16])[N:15]=2)=[C:7]([O:35][CH2:36][CH3:37])[CH:6]=1)([CH3:3])([CH3:2])[CH3:4]. Yields the product C(C)(C)(C)C1=CC(=C(C=N1)C=1N([C@]([C@](N1)(C)C1=CC=C(C=C1)Cl)(C)C1=CC=C(C=C1)Cl)C(=O)N1CCC(CC1)CCC(=O)O)OCC (3-{1-[(4S,5R)-2-(6-tert-Butyl-4-ethoxy-pyridin-3-yl)-4,5-bis-(4-chloro-phenyl)-4,5-dimethyl-4,5-dihydro-imidazole-1-carbonyl]-piperidin-4-yl}-propionic acid). Reported procedure: In a manner analogous to the method described in examples 8, (4S,5R)-2-(6-tert-butyl-4-ethoxy-pyridin-3-yl)-4,5-bis-(4-chloro-phenyl)-4,5-dimethyl-4,5-dihydro-imidazole-1-carbonyl chloride (example 51) was coupled with 3-piperidin-4-yl-propionic acid (Astatech) to give the title compound. HR-MS (ES, m/z) calculated for C37H45Cl2N4O4 [(M+H)+] 679.2813, observed 679.2814. Reactants: C(C)(C)(C)C1=CC(=C(C=N1)C=1N([C@]([C@](N1)(C)C1=CC=C(C=C1)Cl)(C)C1=CC=C(C=C1)Cl)C(=O)Cl)OCC ((4S,5R)-2-(6-tert-butyl-4-ethoxy-pyridin-3-yl)-4,5-bis-(4-chloro-phenyl)-4,5-dimethyl-4,5-dihydro-imidazole-1-carbonyl chloride), N1CCC(CC1)CCC(=O)O (3-piperidin-4-yl-propionic acid). Reactants: CC(C)N=C=NC(C)C, COc1ccc2c(c1)OC(CN)CO2, Cl, O=C(O)CCCc1c[nH]c2ccc(F)cc12, CN(C)C=O, O, On1nnc2ccccc21. Yields the product COc1ccc2c(c1)OC(CNCCCCc1c[nH]c3ccc(F)cc13)CO2. As a reaction SMILES: [CH3:28][CH:29]([N:30]=[C:31]=[N:32][CH:33]([CH3:34])[CH3:35])[CH3:36].[CH3:38][O:39][c:40]1[cH:41][cH:42][c:43]2[c:44]([cH:51]1)[O:45][CH:46]([CH2:49][NH2:50])[CH2:47][O:48]2.[ClH:37].[F:1][c:2]1[cH:3][c:4]2[c:5]([CH2:11][CH2:12][CH2:13][C:14]([OH:15])=[O:16])[cH:6][nH:7][c:8]2[cH:9][cH:10]1.[O:52]=[CH:53][N:54]([CH3:55])[CH3:56].[OH2:17].[OH:18][n:19]1[c:20]2[cH:21][cH:22][cH:23][cH:24][c:25]2[n:26][n:27]1>>[F:1][c:2]1[cH:3][c:4]2[c:5]([CH2:11][CH2:12][CH2:13][CH2:14][NH:50][CH2:49][CH:46]3[O:45][c:44]4[c:43]([cH:42][cH:41][c:40]([O:39][CH3:38])[cH:51]4)[O:48][CH2:47]3)[cH:6][nH:7][c:8]2[cH:9][cH:10]1.